The task is: describe an organic reaction: reactants, conditions, products, and yield. This data is from the Open Reaction Database (ORD), a public repository of structured organic reaction records. Run in CN(C=O)C (dimethyl formamide). Conditions: time 1 hour. Procedure: 3.9 g (12.65 mmols) of L-pyroglutamic acid 2,4,5-trichlorophenyl ester were added to a solution of 1.76 g (12.9 mmols) 4-amino butyric acid amide and 1.72 g (12.75 mmols) of 1-hydroxybenzotriazole and 1.65 ml of N-ethylmorpholine in 40 ml of dimethyl formamide. The solution was allowed to stand for 1 hour at room temperature. It was concentrated and triturated with ether. The substance was suction-filtered and chromatographed in methanol/water (1:1) through Serdolit Blau. The eluate was concentr... Product: N1[C@@H](CCC1=O)C(=O)C(C(=O)N)CCN (L-Pyroglutamyl-4-aminobutyric acid amide). RXN SMILES: ClC1C=C(Cl)C(Cl)=CC=1O[C:11](=[O:18])[C@@H:12]1[CH2:16][CH2:15][C:14](=[O:17])[NH:13]1.[NH2:19][CH2:20][CH2:21][CH2:22][C:23]([NH2:25])=[O:24].ON1C2C=CC=CC=2N=N1.C(N1CCOCC1)C>CN(C)C=O>[NH:13]1[C:14](=[O:17])[CH2:15][CH2:16][C@H:12]1[C:11]([CH:22]([CH2:21][CH2:20][NH2:19])[C:23]([NH2:25])=[O:24])=[O:18]. Starting materials: ClC1=C(C=C(C(=C1)Cl)Cl)OC([C@H]1NC(CC1)=O)=O (L-pyroglutamic acid 2,4,5-trichlorophenyl ester), NCCCC(=O)N (4-amino butyric acid amide), ON1N=NC2=C1C=CC=C2 (1-hydroxybenzotriazole), C(C)N1CCOCC1 (N-ethylmorpholine).